Dataset: the Open Reaction Database (ORD), a public repository of structured organic reaction records. Task: describe an organic reaction: reactants, conditions, products, and yield Reactants: BrCC1=CC=CC=2N(C=NC21)C(=O)OC(C)(C)C (t-butyl 4-(bromomethyl) -1 H-benzimidazole-1-carboxylate), maleate salt, CN(C)C(C(=O)OCC)C(=O)OCC (diethyl (dimethylamino)malonate), diethyl (dipropylamino) malonate. Solvent: C1CCOC1.CCOCC (THF ether). The product is CN(C1CN2C3=C(C=CC=C3C1)C=C2)C (5,6-Dihydro-N,N-dimethyl-4H-pyrrolo(3,2, 1-ij)quinolin-5-amine). Reaction SMILES: Br[CH2:2][C:3]1[C:11]2[N:10]=[CH:9]N(C(OC(C)(C)C)=O)[C:7]=2[CH:6]=[CH:5][CH:4]=1.[CH3:19][N:20]([CH:22]([C:28](OCC)=O)[C:23](OCC)=O)[CH3:21]>C1COCC1.CCOCC>[CH3:19][N:20]([CH3:21])[CH:22]1[CH2:28][C:7]2[C:11]3=[C:3]([CH:2]=[CH:9][N:10]3[CH2:23]1)[CH:4]=[CH:5][CH:6]=2 |f:2.3|. Reported procedure: This compound was prepared by following the procedure of Example 18, but substituting methyl 7-(bromomethyl)-1H-indole-1-carboxylate for t-butyl 4-(bromomethyl) -1 H-benzimidazole-1-carboxylate and diethyl (dimethylamino)malonate for diethyl (dipropylamino) malonate. The bulk of the product was converted to the maleate salt, mp 114°-115° C. from THF/ether. Reactants: S1C=NC2=C1C=C(C=C2)N2C(NCC2)=O (1-benzothiazol-6-yl-imidazolidin-2-one), BrC=1C=NC=CC1C(OC)OC (3-bromo-4-dimethoxymethyl-pyridine), N[C@H]1[C@@H](CCCC1)N (trans-1,2-diamino cyclohexane), P(=O)([O-])([O-])[O-].[K+].[K+].[K+] (potassium phosphate). The reagents and catalysts are [Cu](I)I (copper iodide). The solvent is O1CCOCC1 (1,4-dioxane). Yields the product S1C=NC2=C1C=C(C=C2)N2C(N(CC2)C=2C=NC=CC2C(OC)OC)=O (1-Benzothiazol-6-yl-3-(4-dimethoxymethyl-pyridin-3-yl)-imidazolidin-2-one). Yield: 51.0%. RXN SMILES: [S:1]1[C:5]2[CH:6]=[C:7]([N:10]3[CH2:14][CH2:13][NH:12][C:11]3=[O:15])[CH:8]=[CH:9][C:4]=2[N:3]=[CH:2]1.Br[C:17]1[CH:18]=[N:19][CH:20]=[CH:21][C:22]=1[CH:23]([O:26][CH3:27])[O:24][CH3:25].N[C@@H]1CCCC[C@H]1N.P([O-])([O-])([O-])=O.[K+].[K+].[K+]>[Cu](I)I.O1CCOCC1>[S:1]1[C:5]2[CH:6]=[C:7]([N:10]3[CH2:14][CH2:13][N:12]([C:21]4[CH:20]=[N:19][CH:18]=[CH:17][C:22]=4[CH:23]([O:26][CH3:27])[O:24][CH3:25])[C:11]3=[O:15])[CH:8]=[CH:9][C:4]=2[N:3]=[CH:2]1 |f:3.4.5.6|. Procedure: Using the same reaction conditions as in Example 14, 1-benzothiazol-6-yl-imidazolidin-2-one (I-84b: 590 mg, 2.7 mmol) was reacted with 3-bromo-4-dimethoxymethyl-pyridine (I-149a: 690 mg, 2.97 mmol), 1,4-dioxane (50 mL), copper iodide (51.46 mg, 0.27 mmol), trans-1,2-diamino cyclohexane (93 mg, 0.81 mmol) and potassium phosphate (1.72 g, 8.1 mmol) to afford the crude product. Purification by column chromatography on silica gel (1% MeOH in CHCl3) afforded 510 mg of the product (51.2% yield). Reactants: CCOCC, COc1cc(OC)c(F)c(-c2ccc(C#N)c3nccnc23)c1F, [K+], [OH-], O, O, OCCO. Yields the product COc1cc(OC)c(F)c(-c2ccc(C(=O)O)c3nccnc23)c1F. As a reaction SMILES: [CH3:32][CH2:33][O:34][CH2:35][CH3:36].[F:3][c:4]1[c:5](-[c:15]2[cH:16][cH:17][c:18]([C:25]#[N:26])[c:19]3[n:20][cH:21][cH:22][n:23][c:24]23)[c:6]([F:14])[c:7]([O:12][CH3:13])[cH:8][c:9]1[O:10][CH3:11].[K+:2].[OH-:1].[OH2:27].[OH2:37].[OH:28][CH2:29][CH2:30][OH:31]>>[O:1]=[C:25]([c:18]1[cH:17][cH:16][c:15](-[c:5]2[c:4]([F:3])[c:9]([O:10][CH3:11])[cH:8][c:7]([O:12][CH3:13])[c:6]2[F:14])[c:24]2[c:19]1[n:20][cH:21][cH:22][n:23]2)[OH:27].